From a dataset of the Open Reaction Database (ORD), a public repository of structured organic reaction records. describe an organic reaction: reactants, conditions, products, and yield The reactants are ClC1=CC(=C(C=C1F)C=1N=C(C2=C(N1)CCC2)N2CCC(CC2)CCCC(=O)OCC)F (ethyl 4-{1-[2-(4-chloro-2,5-difluorophenyl)-6,7-dihydro-5H-cyclopenta[d]pyrimidin-4-yl]piperidin-4-yl}butanoate), [OH-].[Na+] (sodium hydroxide), Cl (hydrochloric acid), Cl.CCOC(=O)C (HCl EtOAc). Solvent: C1CCOC1.CCO (THF EtOH), O (water), C1CCOC1 (THF). Conditions: time 4 hour. Yields the product Cl.ClC1=CC(=C(C=C1F)C=1N=C(C2=C(N1)CCC2)N2CCC(CC2)CCCC(=O)O)F (4-{1-[2-(4-chloro-2,5-difluorophenyl)-6,7-dihydro-5H-cyclopenta[d]pyrimidin-4-yl]piperidin-4-yl}butanoic acid hydrochloride). The yield is 134.4%. RXN SMILES: [Cl:1][C:2]1[C:7]([F:8])=[CH:6][C:5]([C:9]2[N:10]=[C:11]([N:18]3[CH2:23][CH2:22][CH:21]([CH2:24][CH2:25][CH2:26][C:27]([O:29]CC)=[O:28])[CH2:20][CH2:19]3)[C:12]3[CH2:17][CH2:16][CH2:15][C:13]=3[N:14]=2)=[C:4]([F:32])[CH:3]=1.[OH-].[Na+].Cl.Cl.CCOC(C)=O>C1COCC1.O.C1COCC1.CCO>[ClH:1].[Cl:1][C:2]1[C:7]([F:8])=[CH:6][C:5]([C:9]2[N:10]=[C:11]([N:18]3[CH2:19][CH2:20][CH:21]([CH2:24][CH2:25][CH2:26][C:27]([OH:29])=[O:28])[CH2:22][CH2:23]3)[C:12]3[CH2:17][CH2:16][CH2:15][C:13]=3[N:14]=2)=[C:4]([F:32])[CH:3]=1 |f:1.2,4.5,8.9,10.11|. Reported procedure: A mixture of 37.04 g ethyl 4-{1-[2-(4-chloro-2,5-difluorophenyl)-6,7-dihydro-5H-cyclopenta[d]pyrimidin-4-yl]piperidin-4-yl}butanoate, 160 ml of 1M aqueous sodium hydroxide, and 400 ml of THF-EtOH (1:1) was stirred at ambient temperature for 4 hours. To the reaction mixture, 160 ml of 1M hydrochloric acid aqueous solution and 700 ml of water were added, and the mixture was extracted twice with chloroform. The organic phase obtained was dried over anhydrous magnesium sulfate, and the solvent was d... Reactants: FC=1C=CC(=C(N(C=O)C)C1)C(CS(=O)(=O)C)=O (5'-fluoro-N-methyl-2'-methylsulphonylacetylformanilide), O (water), [OH-].[Na+] (sodium hydroxide). Run in C(C)(C)O (isopropyl alcohol). The product is FC1=CC=C2C(C(=CN(C2=C1)C)S(=O)(=O)C)=O (7-fluoro-1-methyl-3-methylsulphonyl-4-quinolone). Reaction SMILES: [F:1][C:2]1[CH:3]=[CH:4][C:5]([C:12](=[O:18])[CH2:13][S:14]([CH3:17])(=[O:16])=[O:15])=[C:6]([CH:11]=1)[N:7]([CH3:10])[CH:8]=O.O.[OH-].[Na+]>C(O)(C)C>[F:1][C:2]1[CH:11]=[C:6]2[C:5]([C:12](=[O:18])[C:13]([S:14]([CH3:17])(=[O:16])=[O:15])=[CH:8][N:7]2[CH3:10])=[CH:4][CH:3]=1 |f:2.3|. Reported procedure: A mixture of 5'-fluoro-N-methyl-2'-methylsulphonylacetylformanilide (5.0 g), prepared in a similar manner to that described in Example 11, water (50 ml) and isopropyl alcohol (50 ml) was heated to 50°. Aqueous sodium hydroxide solution (1 M; 3 ml) was added and the mixture heated under reflux for 2.5 hours. The mixture was cooled in an ice bath and the product isolated by filtration, washed with water (10 ml), and then isopropyl alcohol (10 ml) to give the crude product (3.3 g). A sample of the ... Reactants: C1(=CC=C(C=C1)C1(CCC1)C#N)C1=CC=CC=C1 (1-(4-biphenylyl)cyclobutanecarbonitrile), O1CCCC1 (tetrahydrofuran), BrC1=NC=CC=C1 (2-bromopyridine), solution, C(CCC)[Li] (butyllithium). The product is C1(=CC=C(C=C1)C1(CCC1)C(=N)C1=NC=CC=C1)C1=CC=CC=C1 ([1-(4-biphenylyl)cyclobutyl](pyrid-2-yl)methanimine). Run in CCOCC (ether), O (water), CO (methanol), CCOCC (ether), CCCCCC (hexane). Reaction conditions: temperature -20 celsius. Procedure: A solution of 2-bromopyridine (4.8 g) in dry ether (30 ml) was added to a 1.7M solution of butyllithium in hexane (18 ml) at -78° C. with stirring. After one hour at that temperature a solution of 1-(4-biphenylyl)cyclobutanecarbonitrile (4 g) in a mixture of dry ether (80 ml) and dry tetrahydrofuran (10 ml) was added and the temperature allowed to rise to 0° C. After cooling to -20° C., methanol (20 ml) and then water (30 ml) were added dropwise. The aqueous mixture was extracted with ether and ... Reaction SMILES: Br[C:2]1[CH:7]=[CH:6][CH:5]=[CH:4][N:3]=1.C([Li])CCC.[C:13]1([C:25]2[CH:30]=[CH:29][CH:28]=[CH:27][CH:26]=2)[CH:18]=[CH:17][C:16]([C:19]2([C:23]#[N:24])[CH2:22][CH2:21][CH2:20]2)=[CH:15][CH:14]=1.O1CCCC1>CCOCC.CCCCCC.O.CO>[C:13]1([C:25]2[CH:26]=[CH:27][CH:28]=[CH:29][CH:30]=2)[CH:14]=[CH:15][C:16]([C:19]2([C:23]([C:2]3[CH:7]=[CH:6][CH:5]=[CH:4][N:3]=3)=[NH:24])[CH2:22][CH2:21][CH2:20]2)=[CH:17][CH:18]=1.